From a dataset of the Open Reaction Database (ORD), a public repository of structured organic reaction records. describe an organic reaction: reactants, conditions, products, and yield Starting materials: FC1=CC=C(C(=O)N)C=C1 (4-Fluorobenzamide), C1(=CC=C(C=C1)S(=O)(=O)O)C (p-toluenesulfonic acid), CC(C)(C)C=O (pivaldehyde), N1N=NC2=C1C=CC=C2 (benzotriazole). Reaction SMILES: [F:1][C:2]1[CH:10]=[CH:9][C:5]([C:6]([NH2:8])=[O:7])=[CH:4][CH:3]=1.[CH3:11][C:12]([CH:15]=O)([CH3:14])[CH3:13].[NH:17]1[C:21]2[CH:22]=[CH:23][CH:24]=[CH:25][C:20]=2[N:19]=[N:18]1.C1(C)C=CC(S(O)(=O)=O)=CC=1>>[N:17]1([CH:15]([NH:8][C:6](=[O:7])[C:5]2[CH:9]=[CH:10][C:2]([F:1])=[CH:3][CH:4]=2)[C:12]([CH3:13])([CH3:14])[CH3:11])[C:21]2[CH:22]=[CH:23][CH:24]=[CH:25][C:20]=2[N:19]=[N:18]1. Yields the product N1(N=NC2=C1C=CC=C2)C(C(C)(C)C)NC(C2=CC=C(C=C2)F)=O (N-[1-(1H-1,2,3-benzotriazol-1-yl)-2,2-dimethylpropyl]-4-fluorobenzamide). Procedure: 4-Fluorobenzamide, pivaldehyde, benzotriazole and p-toluenesulfonic acid were processed as described in Example 53A to provide the desired product. The reactants are ClC1=C(SC=C1C)C1=NN(C(N1CC(C)C)=O)CC(=O)O (2-[3-(3-chloro-4-methyl-2-thienyl)-4-isobutyl-5-oxo-4,5-dihydro-1H-1,2,4-triazol-1-yl]-acetic acid), CCN=C=NCCCN(C)C.Cl (EDC hydrochloride), FC(C=1C=C(CN)C=CC1)(F)F (3-trifluoromethyl-benzylamine), C=1C=CC2=C(C1)N=NN2O (HOBt). Run in CN(C)C=O (DMF), O (water). Conditions: time 8 hour. Product: ClC1=C(SC=C1C)C1=NN(C(N1CC(C)C)=O)CC(=O)NCC1=CC(=CC=C1)C(F)(F)F (2-[3-(3-chloro-4-methyl-2-thienyl)-4-isobutyl-5-oxo-4,5-dihydro-1H-1,2,4-triazol-1-yl]-N-[3-(trifluoromethyl)phenylmethyl]-acetamide). As a reaction SMILES: [Cl:1][C:2]1[C:6]([CH3:7])=[CH:5][S:4][C:3]=1[C:8]1[N:12]([CH2:13][CH:14]([CH3:16])[CH3:15])[C:11](=[O:17])[N:10]([CH2:18][C:19]([OH:21])=O)[N:9]=1.[F:22][C:23]([F:33])([F:32])[C:24]1[CH:25]=[C:26]([CH:29]=[CH:30][CH:31]=1)[CH2:27][NH2:28].C1C=CC2N(O)N=NC=2C=1.CCN=C=NCCCN(C)C.Cl>CN(C=O)C.O>[Cl:1][C:2]1[C:6]([CH3:7])=[CH:5][S:4][C:3]=1[C:8]1[N:12]([CH2:13][CH:14]([CH3:15])[CH3:16])[C:11](=[O:17])[N:10]([CH2:18][C:19]([NH:28][CH2:27][C:26]2[CH:29]=[CH:30][CH:31]=[C:24]([C:23]([F:22])([F:32])[F:33])[CH:25]=2)=[O:21])[N:9]=1 |f:3.4|. Procedure: 40.0 mg (0.121 mmol) of 2-[3-(3-chloro-4-methyl-2-thienyl)-4-isobutyl-5-oxo-4,5-dihydro-1H-1,2,4-triazol-1-yl]-acetic acid from Example 249A and 23.4 mg (0.133 mmol) of 3-trifluoromethyl-benzylamine are placed in 1.5 ml of DMF and treated with 19.7 mg (0.146 mmol) of HOBt. 30.2 mg (0.158 mmol) of EDC hydrochloride are added and the mixture is stirred overnight at RT. For the workup, the reaction mixture is stirred with about 15 ml of water and the resulting precipitate filtered off, washed with ... Reactants: C(C)OC1=CC(=NC(=C1)C1=CC=C(C=C1)NCC)C(=O)O (4-ethoxy-6-(4-ethylaminophenyl)-2-pyridinecarboxylic acid), C(=O)(N1C=NC=C1)N1C=NC=C1 (carbonyldiimidazole), NC1=NN=NN1 (5-aminotetrazole). Product: N1N=NN=C1NC(=O)C1=NC(=CC(=C1)OCC)C1=CC=C(C=C1)NCC (N-(5-tetrazolyl)-4-ethoxy-6-(4-ethylaminophenyl)-2-pyridinecarboxamide). The yield is 69.5%. As a reaction SMILES: [CH2:1]([O:3][C:4]1[CH:9]=[C:8]([C:10]2[CH:15]=[CH:14][C:13]([NH:16][CH2:17][CH3:18])=[CH:12][CH:11]=2)[N:7]=[C:6]([C:19]([OH:21])=O)[CH:5]=1)[CH3:2].C(N1C=CN=C1)(N1C=CN=C1)=O.[NH2:34][C:35]1[NH:39][N:38]=[N:37][N:36]=1>>[NH:36]1[C:35]([NH:34][C:19]([C:6]2[CH:5]=[C:4]([O:3][CH2:1][CH3:2])[CH:9]=[C:8]([C:10]3[CH:11]=[CH:12][C:13]([NH:16][CH2:17][CH3:18])=[CH:14][CH:15]=3)[N:7]=2)=[O:21])=[N:39][N:38]=[N:37]1. Procedure: In the same manner as described in Example 1-(1), 4-ethoxy-6-(4-ethylaminophenyl)-2-pyridinecarboxylic acid (0.28 g), carbonyldiimidazole (0.17 g) and 5-aminotetrazole (0.09 g) are reacted to give N-(5-tetrazolyl)-4-ethoxy-6-(4-ethylaminophenyl)-2-pyridinecarboxamide (0.24 g). M.P. 255°-257° C. (decomp.) (recrystallized from dimethylformamide-ethanol) Reactants: C(C1=CC=CC=C1)N(C1=C(C(=CC=C1)[N+](=O)[O-])C)CC1=CC=C(OC=2C=C(C=CC2)O)C=C1 (3-(4-{[benzyl(2-methyl-3-nitrophenyl)amino]methyl}phenoxy)phenol), [Si](C)(C)(C(C)(C)C)OCCCO (1-t-butyldimethylsilyloxypropan-3-ol). Yields the product C(C1=CC=CC=C1)N(C1=C(C(=CC=C1)[N+](=O)[O-])C)CC1=CC=C(C=C1)OC1=CC(=CC=C1)OCCCO[Si](C)(C)C(C)(C)C (N-benzyl-N-{4-[3-(3-{[tert-butyl(dimethyl)silyl]oxy}propoxy)phenoxy]benzyl}-N-(2-methyl-3-nitrophenyl)amine). RXN SMILES: [CH2:1]([N:8]([CH2:19][C:20]1[CH:33]=[CH:32][C:23]([O:24][C:25]2[CH:26]=[C:27]([OH:31])[CH:28]=[CH:29][CH:30]=2)=[CH:22][CH:21]=1)[C:9]1[CH:14]=[CH:13][CH:12]=[C:11]([N+:15]([O-:17])=[O:16])[C:10]=1[CH3:18])[C:2]1[CH:7]=[CH:6][CH:5]=[CH:4][CH:3]=1.[Si:34]([O:41][CH2:42][CH2:43][CH2:44]O)([C:37]([CH3:40])([CH3:39])[CH3:38])([CH3:36])[CH3:35]>>[CH2:1]([N:8]([CH2:19][C:20]1[CH:33]=[CH:32][C:23]([O:24][C:25]2[CH:30]=[CH:29][CH:28]=[C:27]([O:31][CH2:44][CH2:43][CH2:42][O:41][Si:34]([C:37]([CH3:38])([CH3:40])[CH3:39])([CH3:35])[CH3:36])[CH:26]=2)=[CH:22][CH:21]=1)[C:9]1[CH:14]=[CH:13][CH:12]=[C:11]([N+:15]([O-:17])=[O:16])[C:10]=1[CH3:18])[C:2]1[CH:3]=[CH:4][CH:5]=[CH:6][CH:7]=1. Procedure details: The product from Example 61F and 1-t-butyldimethylsilyloxypropan-3-ol were processed as in Example 61G to provide the title compound. Starting materials: CNC1=C(C=C(C=C1)C(F)(F)F)[N+](=O)[O-] (4-methylamino-3-nitrobenzotrifluoride). The reagents and catalysts are [Pd] (Pd-C). Solvent: C(C)O (ethanol). Yields the product NC=1C=C(C=CC1NC)C(F)(F)F (3-amino-4-methylaminobenzotrifluoride). As a reaction SMILES: [CH3:1][NH:2][C:3]1[CH:8]=[CH:7][C:6]([C:9]([F:12])([F:11])[F:10])=[CH:5][C:4]=1[N+:13]([O-])=O>C(O)C.[Pd]>[NH2:13][C:4]1[CH:5]=[C:6]([C:9]([F:10])([F:11])[F:12])[CH:7]=[CH:8][C:3]=1[NH:2][CH3:1]. Procedure: A solution of 1.1 g (5.0 mmol) 4-methylamino-3-nitrobenzotrifluoride in 200 ml ethanol was hydrogenated at atm. pressure by using 5% Pd-C (0.15 g) as a catalyst. The reaction mixture was filtered and evaporated in vacuo to give 3-amino-4-methylaminobenzotrifluoride as crystals. The reactants are COCOCCCO, CCOC(=O)N=NC(=O)OCC, C1CCOC1, O=C1c2ccccc2C(=O)N1O, c1ccc(P(c2ccccc2)c2ccccc2)cc1. Product: COCOCCCON1C(=O)c2ccccc2C1=O. As a reaction SMILES: [CH3:1][O:2][CH2:3][O:4][CH2:5][CH2:6][CH2:7][OH:8].[O:40]=[C:41]([O:42][CH2:43][CH3:44])[N:45]=[N:46][C:47]([O:48][CH2:49][CH3:50])=[O:51].[O:52]1[CH2:53][CH2:54][CH2:55][CH2:56]1.[OH:28][N:29]1[C:30](=[O:39])[c:31]2[c:32]([cH:35][cH:36][cH:37][cH:38]2)[C:33]1=[O:34].[c:9]1([P:10]([c:11]2[cH:12][cH:13][cH:14][cH:15][cH:16]2)[c:17]2[cH:18][cH:19][cH:20][cH:21][cH:22]2)[cH:23][cH:24][cH:25][cH:26][cH:27]1>>[CH3:1][O:2][CH2:3][O:4][CH2:5][CH2:6][CH2:7][O:8][N:29]1[C:30](=[O:39])[c:31]2[c:32]([cH:35][cH:36][cH:37][cH:38]2)[C:33]1=[O:34]. Reactants: COC(=O)CCC(=O)c1ccc(Cc2ncc[nH]2)s1, CO, [Na+], [OH-], O. Yields the product O=C(O)CCC(=O)c1ccc(Cc2ncc[nH]2)s1. Reaction SMILES: [CH3:1][O:2][C:3]([CH2:4][CH2:5][C:6](=[O:7])[c:8]1[s:9][c:10]([CH2:13][c:14]2[nH:15][cH:16][cH:17][n:18]2)[cH:11][cH:12]1)=[O:19].[CH3:22][OH:23].[Na+:21].[OH-:20].[OH2:24]>>[O:2]=[C:3]([CH2:4][CH2:5][C:6](=[O:7])[c:8]1[s:9][c:10]([CH2:13][c:14]2[n:15][cH:16][cH:17][nH:18]2)[cH:11][cH:12]1)[OH:19].